This data is from the Open Reaction Database (ORD), a public repository of structured organic reaction records. The task is: describe an organic reaction: reactants, conditions, products, and yield Starting materials: BrC(CP(OCC)(OCC)=O)CBr (diethyl 2,3-dibromopropylphosphonate), CC(C)([O-])C.[K+] (potassium tert.-butoxide), diethyl 3-bromo-propenylphosphonates. Solvent: C(C)(C)(C)O (tert.-butanol). Reaction conditions: time 30 minute. Product: BrC\C=C/P(OCC)(OCC)=O (diethyl 3-bromo-cis-1-propenylphosphonate). Isolated yield 0.4%. Reaction SMILES: Br[CH:2]([CH2:12][Br:13])[CH2:3][P:4](=[O:11])([O:8][CH2:9][CH3:10])[O:5][CH2:6][CH3:7].CC(C)([O-])C.[K+]>C(O)(C)(C)C>[Br:13][CH2:12]/[CH:2]=[CH:3]\[P:4](=[O:11])([O:5][CH2:6][CH3:7])[O:8][CH2:9][CH3:10] |f:1.2|. Procedure details: To a solution of diethyl 2,3-dibromopropylphosphonate (3.34 g.) in tert.-butanol (10 ml.) was added dropwise a solution of potassium tert.-butoxide (K: 430 mg., tert.--C4H9OH: 14 ml.) at ambient temperature in the course of 15 minutes. The reaction mixture was stirred at the same temperature for 30 minutes. The resultant mixture was concentrated under reduced pressure and then the residue was shaken with a mixture of ethyl acetate (50 ml.) and water (30 ml.). The ethyl acetate layer was separate... The reactants are O=C([O-])[O-], CCOc1ccc(CCl)cc1, [K+], [K+], CN(C)C=O, O, Cc1c(O)ccc(C=O)c1O. The product is CCOc1ccc(COc2ccc(C=O)c(O)c2C)cc1. RXN SMILES: [C:12](=[O:13])([O-:14])[O-:15].[Cl:18][CH2:19][c:20]1[cH:21][cH:22][c:23]([O:26][CH2:27][CH3:28])[cH:24][cH:25]1.[K+:16].[K+:17].[O:30]=[CH:31][N:32]([CH3:33])[CH3:34].[OH2:29].[OH:1][c:2]1[c:3]([CH:4]=[O:5])[cH:6][cH:7][c:8]([OH:11])[c:9]1[CH3:10]>>[OH:1][c:2]1[c:3]([CH:4]=[O:5])[cH:6][cH:7][c:8]([O:11][CH2:19][c:20]2[cH:21][cH:22][c:23]([O:26][CH2:27][CH3:28])[cH:24][cH:25]2)[c:9]1[CH3:10]. The reactants are CN(C)CC(C=1C=CC(=CC1)OC)C2(CCCCC2)O.Cl (venlafaxine HCl). Solvent: O (water). Conditions: temperature 50 celsius. The product is CN(C)CC(C=1C=CC(=CC1)OC)C2(CCCCC2)O (Venlafaxine). RXN SMILES: [CH3:1][N:2]([CH2:4][CH:5]([C:14]1([OH:20])[CH2:19][CH2:18][CH2:17][CH2:16][CH2:15]1)[C:6]1[CH:7]=[CH:8][C:9]([O:12][CH3:13])=[CH:10][CH:11]=1)[CH3:3].Cl>O>[CH3:1][N:2]([CH2:4][CH:5]([C:14]1([OH:20])[CH2:19][CH2:18][CH2:17][CH2:16][CH2:15]1)[C:6]1[CH:7]=[CH:8][C:9]([O:12][CH3:13])=[CH:10][CH:11]=1)[CH3:3] |f:0.1|. Procedure: The Venlafaxine Resin Complex was prepared by first dissolving 500 g of venlafaxine HCl in 5 L of purified water, and then slowly adding 1,000 g of AMBERLITE™ IRP-69 resin with continuous mixing. The dispersion was mixed for 4 hours and upon completion, allowed to settle before decanting the supernatant. The slurring/decanting process was repeated twice with sufficient amounts of purified water. The wet resin complex was then dried in a VWR™ convection oven maintained at 50° C. until moisture co... Reactants: CC(=O)OC(C)=O, O=C(Cn1c(=O)sc2ncc(Cl)cc21)N1CCN(CCO)CC1, c1ccncc1. The product is CC(=O)OCCN1CCN(C(=O)Cn2c(=O)sc3ncc(Cl)cc32)CC1. RXN SMILES: [CH3:24][C:25](=[O:26])[O:27][C:28](=[O:29])[CH3:30].[Cl:1][c:2]1[cH:3][c:4]2[c:5]([n:6][cH:7]1)[s:8][c:9](=[O:23])[n:10]2[CH2:11][C:12](=[O:13])[N:14]1[CH2:15][CH2:16][N:17]([CH2:20][CH2:21][OH:22])[CH2:18][CH2:19]1.[cH:31]1[cH:32][cH:33][n:34][cH:35][cH:36]1>>[Cl:1][c:2]1[cH:3][c:4]2[c:5]([n:6][cH:7]1)[s:8][c:9](=[O:23])[n:10]2[CH2:11][C:12](=[O:13])[N:14]1[CH2:15][CH2:16][N:17]([CH2:20][CH2:21][O:22][C:25]([CH3:24])=[O:26])[CH2:18][CH2:19]1. Product: CC(C)(CC(=O)c1ccc2c(c1)CC(N1C(=O)c3ccccc3C1=O)C2)C(=O)O. The reactants are [Al+3], O=C1c2ccccc2C(=O)N1C1Cc2ccccc2C1, CC1(C)CC(=O)OC1=O, [Cl-], [Cl-], [Cl-], Cl, O, S=C=S. As a reaction SMILES: [Al+3:2].[C:14]1(=[O:33])[N:15]([CH:24]2[CH2:25][c:26]3[cH:27][cH:28][cH:29][cH:30][c:31]3[CH2:32]2)[C:16](=[O:23])[c:17]2[cH:18][cH:19][cH:20][cH:21][c:22]21.[CH3:5][C:6]1([CH3:13])[C:7](=[O:8])[O:9][C:10](=[O:12])[CH2:11]1.[Cl-:1].[Cl-:3].[Cl-:4].[ClH:34].[OH2:38].[S:35]=[C:36]=[S:37]>>[CH3:5][C:6]([C:7](=[O:8])[OH:9])([CH2:11][C:10](=[O:12])[c:28]1[cH:27][c:26]2[c:31]([cH:30][cH:29]1)[CH2:32][CH:24]([N:15]1[C:14](=[O:33])[c:22]3[c:17]([cH:18][cH:19][cH:20][cH:21]3)[C:16]1=[O:23])[CH2:25]2)[CH3:13]. Reactants: ClCCl, C#CCOc1ccc(OCC=C(C)C)cc1, O=C(OO)c1cccc(Cl)c1. Yields the product C#CCOc1ccc(OCC2OC2(C)C)cc1. As a reaction SMILES: [CH2:28]([Cl:29])[Cl:30].[CH3:1][C:2](=[CH:3][CH2:4][O:5][c:6]1[cH:7][cH:8][c:9]([O:12][CH2:13][C:14]#[CH:15])[cH:10][cH:11]1)[CH3:16].[Cl:17][c:18]1[cH:19][cH:20][cH:21][c:22]([C:23]([O:24][OH:26])=[O:25])[cH:27]1>>[CH3:1][C:2]1([CH3:16])[CH:3]([CH2:4][O:5][c:6]2[cH:7][cH:8][c:9]([O:12][CH2:13][C:14]#[CH:15])[cH:10][cH:11]2)[O:25]1.